Dataset: the Open Reaction Database (ORD), a public repository of structured organic reaction records. Task: describe an organic reaction: reactants, conditions, products, and yield Reactants: CCCCCCCCCCCCC(OC(C)=O)C1=CC(=O)OC1O, CO, [Rh]. The product is CCCCCCCCCCCCC(OC(C)=O)C1CC(=O)OC1O. As a reaction SMILES: [C:1]([CH3:2])(=[O:3])[O:4][CH:5]([CH2:6][CH2:7][CH2:8][CH2:9][CH2:10][CH2:11][CH2:12][CH2:13][CH2:14][CH2:15][CH2:16][CH3:17])[C:18]1=[CH:19][C:20](=[O:24])[O:21][CH:22]1[OH:23].[CH3:25][OH:26].[Rh:27]>>[C:1]([CH3:2])(=[O:3])[O:4][CH:5]([CH2:6][CH2:7][CH2:8][CH2:9][CH2:10][CH2:11][CH2:12][CH2:13][CH2:14][CH2:15][CH2:16][CH3:17])[CH:18]1[CH2:19][C:20](=[O:24])[O:21][CH:22]1[OH:23].